From a dataset of the Open Reaction Database (ORD), a public repository of structured organic reaction records. describe an organic reaction: reactants, conditions, products, and yield Starting materials: CO, O=C(O)Cc1ccc(Oc2ccc(Cl)cc2)cc1, O=S(Cl)Cl. The product is COC(=O)Cc1ccc(Oc2ccc(Cl)cc2)cc1. Reaction SMILES: [CH3:23][OH:24].[Cl:1][c:2]1[cH:3][cH:4][c:5]([O:6][c:7]2[cH:8][cH:9][c:10]([CH2:13][C:14](=[O:15])[OH:16])[cH:11][cH:12]2)[cH:17][cH:18]1.[S:19]([Cl:20])([Cl:21])=[O:22]>>[Cl:1][c:2]1[cH:3][cH:4][c:5]([O:6][c:7]2[cH:8][cH:9][c:10]([CH2:13][C:14]([O:15][CH3:23])=[O:16])[cH:11][cH:12]2)[cH:17][cH:18]1. As a reaction SMILES: [C:1]([CH3:2])(=[O:3])[c:4]1[n:5]([CH2:9][c:10]2[cH:11][c:12](-[c:16]3[c:17]([S:25](=[O:26])(=[O:27])[NH:28][C:29]([CH3:30])([CH3:31])[CH3:32])[s:18][c:19]([CH2:21][CH:22]([CH3:23])[CH3:24])[cH:20]3)[cH:13][cH:14][cH:15]2)[cH:6][cH:7][n:8]1.[C:41](=[O:42])([O-:43])[O-:44].[CH3:33][O:34][c:35]1[cH:36][cH:37][cH:38][cH:39][cH:40]1.[Cl:47][C:48](=[O:49])[O:50][CH2:51][CH2:52][CH2:53][CH3:54].[Cl:62][CH2:63][Cl:64].[F:55][C:56]([F:57])([F:58])[C:59]([OH:60])=[O:61].[Na+:45].[Na+:46].[OH2:65]>>[C:1]([CH3:2])(=[O:3])[c:4]1[n:5]([CH2:9][c:10]2[cH:11][c:12](-[c:16]3[c:17]([S:25](=[O:26])(=[O:27])[NH:28][C:48](=[O:49])[O:50][CH2:51][CH2:52][CH2:53][CH3:54])[s:18][c:19]([CH2:21][CH:22]([CH3:23])[CH3:24])[cH:20]3)[cH:13][cH:14][cH:15]2)[cH:6][cH:7][n:8]1. The reactants are CC(=O)c1nccn1Cc1cccc(-c2cc(CC(C)C)sc2S(=O)(=O)NC(C)(C)C)c1, O=C([O-])[O-], COc1ccccc1, CCCCOC(=O)Cl, ClCCl, O=C(O)C(F)(F)F, [Na+], [Na+], O. The product is CCCCOC(=O)NS(=O)(=O)c1sc(CC(C)C)cc1-c1cccc(Cn2ccnc2C(C)=O)c1. Starting materials: ice water, C(C)N1N=C(C=C1CCCCO)C(=O)N (1-ethyl-5-(4-hydroxybutyl)-1H-pyrazole-3-carboxamide), P(=O)(Cl)(Cl)Cl (phosphorous oxychloride), C([O-])([O-])=O.[Na+].[Na+] (sodium carbonate). Reaction conditions: temperature 0 celsius. Yields the product ClCCCCC1=CC(=NN1CC)C#N (5-(4-chlorobutyl)-1-ethyl-1H-pyrazole-3-carbonitrile). RXN SMILES: [CH2:1]([N:3]1[C:7]([CH2:8][CH2:9][CH2:10][CH2:11]O)=[CH:6][C:5]([C:13]([NH2:15])=O)=[N:4]1)[CH3:2].C(=O)([O-])[O-].[Na+].[Na+].P(Cl)(Cl)([Cl:24])=O>>[Cl:24][CH2:11][CH2:10][CH2:9][CH2:8][C:7]1[N:3]([CH2:1][CH3:2])[N:4]=[C:5]([C:13]#[N:15])[CH:6]=1 |f:1.2.3|. Reported procedure: A modification of the method described in Part E of Examples 1-4 was used to treat 1-ethyl-5-(4-hydroxybutyl)-1H-pyrazole-3-carboxamide (18.2 g, 86.1 mmol) with phosphorous oxychloride (60 mL). The reaction was heated for three hours before cooling to 0° C. and pouring into ice water. The mixture was adjusted to pH 12 with the addition of 2 N aqueous sodium carbonate and extracted with chloroform. The combined extracts were passed through a layer of silica gel (eluting first with chloroform and ... Reported procedure: After completion of the reaction, acrylic acid and di-n-butylamine were assayed by gas chromatography. As a result, formation of 152.5 g (yield 98%) of N,N-di-n-butyl-β-alanine was confirmed, with the rates of conversion of acrylic acid and di-n-butylamine being 98% and 98%, respectively. RXN SMILES: [C:1]([OH:5])(=[O:4])[CH:2]=[CH2:3].[CH2:6]([NH:10][CH2:11][CH2:12][CH2:13][CH3:14])[CH2:7][CH2:8][CH3:9]>>[CH2:6]([N:10]([CH2:11][CH2:12][CH2:13][CH3:14])[CH2:3][CH2:2][C:1]([OH:5])=[O:4])[CH2:7][CH2:8][CH3:9]. Starting materials: C(C=C)(=O)O (acrylic acid), C(CCC)NCCCC (di-n-butylamine). The product is C(CCC)N(CCC(=O)O)CCCC (N,N-di-n-butyl-β-alanine). Isolated yield 98.0%. Starting materials: C(C)(=O)OCC (ethyl acetate), ClCC1=CC=C(C(=O)Cl)C=C1 (4-Chloromethyl-benzoyl chloride), C1(CC1)N (cyclopropylamine), CCN(C(C)C)C(C)C (Hünig's base). Solvent: C(Cl)Cl (CH2Cl2). The product is ClCC1=CC=C(C(=O)NC2CC2)C=C1 (4-Chloromethyl-N-cyclopropyl-benzamide). As a reaction SMILES: [Cl:1][CH2:2][C:3]1[CH:11]=[CH:10][C:6]([C:7](Cl)=[O:8])=[CH:5][CH:4]=1.[CH:12]1([NH2:15])[CH2:14][CH2:13]1.CCN(C(C)C)C(C)C.C(OCC)(=O)C>C(Cl)Cl>[Cl:1][CH2:2][C:3]1[CH:11]=[CH:10][C:6]([C:7]([NH:15][CH:12]2[CH2:14][CH2:13]2)=[O:8])=[CH:5][CH:4]=1. Procedure details: 4-Chloromethyl-benzoyl chloride (2.82 g, 15 mmol) and cyclopropylamine (1.26 ml, 18 mmol) were reacted in CH2Cl2 (30 ml) and in the presence of Hünig's base (3.1 ml, 18 mmol) for 1 h. A precipitate was formed which was resolubilzed by adding ethyl acetate. The reaction mixture was washed with a 5% KHSO4/10% K2SO4 solution, NaCl sat. solution and dried (Na2SO4). The organic phase was filtered and concentrated under reduced pressure to yield a semi-solid which was triturated in hexanes: solid 3.1 ... Reactants: [N+](=O)([O-])C1=CC=C(C=C1)[C@@H]1[C@@H](CCC1)NS(=O)(=O)C(C)C ((+,−) Cis propane-2-sulfonic acid [2-(4-nitro-phenyl)-cyclopentyl]-amide). Reagents/catalysts: [Pd] (Pd/C). The solvent is C(C)O (ethanol). The product is NC1=CC=C(C=C1)[C@@H]1[C@@H](CCC1)NS(=O)(=O)C(C)C ((+,−) Cis Propane-2-sulfonic Acid [2-(4-amino-phenyl)-cyclopentyl]-amide). As a reaction SMILES: [N+:1]([C:4]1[CH:9]=[CH:8][C:7]([C@H:10]2[CH2:14][CH2:13][CH2:12][C@H:11]2[NH:15][S:16]([CH:19]([CH3:21])[CH3:20])(=[O:18])=[O:17])=[CH:6][CH:5]=1)([O-])=O>C(O)C.[Pd]>[NH2:1][C:4]1[CH:5]=[CH:6][C:7]([C@H:10]2[CH2:14][CH2:13][CH2:12][C@H:11]2[NH:15][S:16]([CH:19]([CH3:21])[CH3:20])(=[O:18])=[O:17])=[CH:8][CH:9]=1. Procedure details: (+,−) Cis propane-2-sulfonic acid [2-(4-nitro-phenyl)-cyclopentyl]-amide (200 mg, 0.64 mmol, prepared in example 22) was dissolved in 25 mL of ethanol and hydrogenated over 25 mg of 5% Pd/C at room temperature overnight at 413.69 kPa (60 psi). The solution was filtered through celite and concentrated in vacuo to 142 mg (78%) of a colorless oil which was used directly. The reactants are Cl.C(CCCCCCCCCCCCCCC)NC1=CC=C(C(=O)O)C=C1 (4-(n-hexadecylamino)benzoic acid hydrochloride), S(=O)(Cl)Cl (thionyl chloride). Reaction conditions: time 20 hour. The product is Cl.C(CCCCCCCCCCCCCCC)NC1=CC=C(C(=O)Cl)C=C1 (4-(n-hexadecylamino)benzoyl chloride hydrochloride). Reaction SMILES: [ClH:1].[CH2:2]([NH:18][C:19]1[CH:27]=[CH:26][C:22]([C:23](O)=[O:24])=[CH:21][CH:20]=1)[CH2:3][CH2:4][CH2:5][CH2:6][CH2:7][CH2:8][CH2:9][CH2:10][CH2:11][CH2:12][CH2:13][CH2:14][CH2:15][CH2:16][CH3:17].S(Cl)([Cl:30])=O>>[ClH:30].[CH2:2]([NH:18][C:19]1[CH:27]=[CH:26][C:22]([C:23]([Cl:1])=[O:24])=[CH:21][CH:20]=1)[CH2:3][CH2:4][CH2:5][CH2:6][CH2:7][CH2:8][CH2:9][CH2:10][CH2:11][CH2:12][CH2:13][CH2:14][CH2:15][CH2:16][CH3:17] |f:0.1,3.4|. Procedure details: A mixture of 1.00 g of 4-(n-hexadecylamino)benzoic acid hydrochloride and 5.00 ml of thionyl chloride is allowed to stand at ambient temperature for 20 hours and then is concentrated in vacuo to yield 4-(n-hexadecylamino)benzoyl chloride hydrochloride as an orange solid. Product: COCn1ccnc1C(O)(c1ccc(F)cc1)c1ccc(Cl)cc1Cl. As a reaction SMILES: [CH2:1]([Li:2])[CH2:3][CH2:4][CH3:5].[CH3:14][N:15]([CH2:16][CH2:17][N:18]([CH3:19])[CH3:20])[CH3:21].[CH3:44][N:45]([CH3:46])[CH:47]=[O:48].[CH3:49][C:50](=[O:51])[CH3:52].[CH3:6][O:7][CH2:8][n:9]1[cH:10][n:11][cH:12][cH:13]1.[Cl:22][c:23]1[c:24]([C:25](=[O:26])[c:27]2[cH:28][cH:29][c:30]([F:33])[cH:31][cH:32]2)[cH:34][cH:35][c:36]([Cl:38])[cH:37]1.[O:39]1[CH2:40][CH2:41][CH2:42][CH2:43]1.[OH2:53]>>[CH3:6][O:7][CH2:8][n:9]1[c:10]([C:25]([c:24]2[c:23]([Cl:22])[cH:37][c:36]([Cl:38])[cH:35][cH:34]2)([OH:26])[c:27]2[cH:28][cH:29][c:30]([F:33])[cH:31][cH:32]2)[n:11][cH:12][cH:13]1. Starting materials: [Li]CCCC, CN(C)CCN(C)C, CN(C)C=O, CC(C)=O, COCn1ccnc1, O=C(c1ccc(F)cc1)c1ccc(Cl)cc1Cl, C1CCOC1, O. Reactants: O=C=Nc1ccccc1F, NCc1ccc(B(O)O)cc1. The product is O=C(NCc1ccc(B(O)O)cc1)Nc1ccccc1F. Reaction SMILES: [F:1][c:2]1[c:3]([N:8]=[C:9]=[O:10])[cH:4][cH:5][cH:6][cH:7]1.[NH2:11][CH2:12][c:13]1[cH:14][cH:15][c:16]([B:19]([OH:20])[OH:21])[cH:17][cH:18]1>>[F:1][c:2]1[c:3]([NH:8][C:9](=[O:10])[NH:11][CH2:12][c:13]2[cH:14][cH:15][c:16]([B:19]([OH:20])[OH:21])[cH:17][cH:18]2)[cH:4][cH:5][cH:6][cH:7]1.